Task: describe an organic reaction: reactants, conditions, products, and yield. Dataset: the Open Reaction Database (ORD), a public repository of structured organic reaction records Reactants: C(C)N1N=C(C=C1)CN1C(N(C(C2=C1C=C(S2)C2=CC=CC=C2)=O)C2CCN(CC2)C(=O)OC(C)(C)C)=O (tert-butyl 4-{1-[(1-ethyl-1H-pyrazol-3-yl)methyl]-2,4-dioxo-6-phenyl-1,4-dihydrothieno[3,2-d]pyrimidin-3(2H)-yl}piperidine-1-carboxylate), C(C)N1N=C(C=C1)CN1C(N(C(C2=C1C=C(S2)C2=CC=CC=C2)=O)C2CCN(CC2)C(=O)OC(C)(C)C)=O (tert-butyl 4-{1-[(1-ethyl-1H-pyrazol-3-yl)methyl]-2,4-dioxo-6-phenyl-1,4-dihydrothieno[3,2-d]pyrimidin-3(2H)-yl}piperidine-1-carboxylate), FC(C(=O)O)(F)F (trifluoroacetic acid). Run in C(Cl)Cl (DCM). Conditions: time 3 hour. Yields the product FC(C(=O)O)(F)F.C(C)N1N=C(C=C1)CN1C(N(C(C2=C1C=C(S2)C2=CC=CC=C2)=O)C2CCNCC2)=O (1-[(1-Ethyl-1H-pyrazol-3-yl)methyl]-6-phenyl-3-(piperidin-4-yl)thieno[3,2-d]pyrimidine-2,4(1H,3H)-dione trifluoroacetate). RXN SMILES: [CH2:1]([N:3]1[CH:7]=[CH:6][C:5]([CH2:8][N:9]2[C:14]3[CH:15]=[C:16]([C:18]4[CH:23]=[CH:22][CH:21]=[CH:20][CH:19]=4)[S:17][C:13]=3[C:12](=[O:24])[N:11]([CH:25]3[CH2:30][CH2:29][N:28](C(OC(C)(C)C)=O)[CH2:27][CH2:26]3)[C:10]2=[O:38])=[N:4]1)[CH3:2].[F:39][C:40]([F:45])([F:44])[C:41]([OH:43])=[O:42]>C(Cl)Cl>[F:39][C:40]([F:45])([F:44])[C:41]([OH:43])=[O:42].[CH2:1]([N:3]1[CH:7]=[CH:6][C:5]([CH2:8][N:9]2[C:14]3[CH:15]=[C:16]([C:18]4[CH:23]=[CH:22][CH:21]=[CH:20][CH:19]=4)[S:17][C:13]=3[C:12](=[O:24])[N:11]([CH:25]3[CH2:26][CH2:27][NH:28][CH2:29][CH2:30]3)[C:10]2=[O:38])=[N:4]1)[CH3:2] |f:3.4|. Reported procedure: To a solution of tert-butyl 4-{1-[(1-ethyl-1H-pyrazol-3-yl)methyl]-2,4-dioxo-6-phenyl-1,4-dihydrothieno[3,2-d]pyrimidin-3(2H)-yl}piperidine-1-carboxylate (665 mg; compound B19) in DCM (5 ml) is added trifluoroacetic acid (5 ml). The reaction mixture is stirred for 3 h at RT. All volatile materials are removed in vacuo and the residue is taken up in diethyl ether. The resulting suspension is stirred at RT, then all solids are filtered off and dried in vacuo. The procedure is repeated a second tim...